This data is from the Open Reaction Database (ORD), a public repository of structured organic reaction records. The task is: describe an organic reaction: reactants, conditions, products, and yield Reactants: COC=1C=C(CC2N(CCC3=C(C=CC(=C23)O)OC)CC(=O)NCC2=NC=CC=C2)C=CC1OC (2-[1-(3,4-dimethoxy-benzyl)-8-hydroxy-5-methoxy-3,4-dihydro-1H-isoquinolin-2-yl]-N-(pyridin-2-yl-methyl)-acetamide), C(C)I (ethyl iodide). The product is COC=1C=C(CC2N(CCC3=C(C=CC(=C23)OCC)OC)CC(=O)NCC2=NC=CC=C2)C=CC1OC (2-[1-(3,4-dimethoxy-benzyl)-8-ethoxy-5-methoxy-3,4-dihydro-1H-isoquinolin-2-yl]-N-(pyridin-2-yl-methyl)-acetamide). As a reaction SMILES: [CH3:1][O:2][C:3]1[CH:4]=[C:5]([CH:31]=[CH:32][C:33]=1[O:34][CH3:35])[CH2:6][CH:7]1[C:16]2[C:11](=[C:12]([O:18][CH3:19])[CH:13]=[CH:14][C:15]=2[OH:17])[CH2:10][CH2:9][N:8]1[CH2:20][C:21]([NH:23][CH2:24][C:25]1[CH:30]=[CH:29][CH:28]=[CH:27][N:26]=1)=[O:22].[CH2:36](I)[CH3:37]>>[CH3:1][O:2][C:3]1[CH:4]=[C:5]([CH:31]=[CH:32][C:33]=1[O:34][CH3:35])[CH2:6][CH:7]1[C:16]2[C:11](=[C:12]([O:18][CH3:19])[CH:13]=[CH:14][C:15]=2[O:17][CH2:36][CH3:37])[CH2:10][CH2:9][N:8]1[CH2:20][C:21]([NH:23][CH2:24][C:25]1[CH:30]=[CH:29][CH:28]=[CH:27][N:26]=1)=[O:22]. Reported procedure: prepared by reaction of 2-[1-(3,4-dimethoxy-benzyl)-8-hydroxy-5-methoxy-3,4-dihydro-1H-isoquinolin-2-yl]-N-(pyridin-2-yl-methyl)-acetamide with ethyl iodide Reactants: COC1CCC2(CCC(CO[Si](C)(C)C(C)(C)C)CC2)CC1, CCCC[N+](CCCC)(CCCC)CCCC, [F-], C1CCOC1, O. Product: COC1CCC2(CCC(CO)CC2)CC1. Reaction SMILES: [C:1]([Si:2]([CH3:3])([CH3:4])[O:8][CH2:9][CH:10]1[CH2:11][CH2:12][C:13]2([CH2:14][CH2:15]1)[CH2:16][CH2:17][CH:18]([O:21][CH3:22])[CH2:19][CH2:20]2)([CH3:5])([CH3:6])[CH3:7].[CH2:24]([N+:25]([CH2:26][CH2:27][CH2:28][CH3:29])([CH2:30][CH2:31][CH2:32][CH3:33])[CH2:34][CH2:35][CH2:36][CH3:37])[CH2:38][CH2:39][CH3:40].[F-:23].[O:42]1[CH2:43][CH2:44][CH2:45][CH2:46]1.[OH2:41]>>[OH:8][CH2:9][CH:10]1[CH2:11][CH2:12][C:13]2([CH2:14][CH2:15]1)[CH2:16][CH2:17][CH:18]([O:21][CH3:22])[CH2:19][CH2:20]2. Reactants: C(C)OCCOC1=CC=C(OC2C(C)O2)C=C1 (4-(2-ethoxyethoxy)phenoxy-1,2-epoxypropane), S(=O)(=O)([O-])[O-] (sulphate), NCCNC(=O)N1CCOCC1 (N-2-aminoethyl-4-morpholinecarboxamide), [OH-].[Na+] (NaOH). Solvent: C(C)O (ethanol), C(C)O (ethanol). Product: OC(CNCCNC(=O)N1CCOCC1)COC1=CC=C(C=C1)OCCOCC (N-(2-((2-hydroxy-3-(4-(2-ethoxyethoxy)-phenoxy)propyl)amino)ethyl)-4-morpholinecarboxamide). Reaction SMILES: S([O-])([O-])(=O)=O.[NH2:6][CH2:7][CH2:8][NH:9][C:10]([N:12]1[CH2:17][CH2:16][O:15][CH2:14][CH2:13]1)=[O:11].[OH-].[Na+].[CH2:20]([O:22][CH2:23][CH2:24][O:25][C:26]1[CH:36]=[CH:35][C:29]([O:30][CH:31]2[O:34][CH:32]2[CH3:33])=[CH:28][CH:27]=1)[CH3:21]>C(O)C>[OH:34][CH:32]([CH2:31][O:30][C:29]1[CH:35]=[CH:36][C:26]([O:25][CH2:24][CH2:23][O:22][CH2:20][CH3:21])=[CH:27][CH:28]=1)[CH2:33][NH:6][CH2:7][CH2:8][NH:9][C:10]([N:12]1[CH2:17][CH2:16][O:15][CH2:14][CH2:13]1)=[O:11] |f:2.3|. Procedure details: 12.0 g of the neutral sulphate of N-2-aminoethyl-4-morpholinecarboxamide, 2.16 g NaOH and 100 ml of absolute ethanol were refluxed 1 h. During continuing reflux 8.6 g of 3-(4-(2-ethoxyethoxy)phenoxy-1,2-epoxypropane in 50 ml of abs. ethanol was added little by little. The resulting mixture was refluxed over night, filtered and evaporated. The residue was dissolved in 200 ml of ethyl acetate and extracted twice with water. The water phase was treated with NaCl and extracted twice with ethyl aceta... Starting materials: [Al+3], [H-], [H-], [H-], [H-], [Li+], O, CCN(CC)CC#CC(O)c1ccccc1. Yields the product CCN(C=CCC(O)c1ccccc1)CC. As a reaction SMILES: [Al+3:2].[H-:1].[H-:4].[H-:5].[H-:6].[Li+:3].[OH2:23].[c:7]1([CH:13]([C:14]#[C:15][CH2:16][N:17]([CH2:18][CH3:19])[CH2:20][CH3:21])[OH:22])[cH:8][cH:9][cH:10][cH:11][cH:12]1>>[c:7]1([CH:13]([CH2:14][CH:15]=[CH:16][N:17]([CH2:18][CH3:19])[CH2:20][CH3:21])[OH:22])[cH:8][cH:9][cH:10][cH:11][cH:12]1. The reactants are C(C)(C)(C)C1=CC=C(C=C)C=C1 (p-tert-butylstyrene), polystyrene. Run in O (water). Product: C(C)(C)(C)C1CCCCC1 (p-tert-butylcyclohexane). Reaction SMILES: [C:1]([C:5]1[CH:12]=[CH:11][C:8](C=C)=[CH:7][CH:6]=1)([CH3:4])([CH3:3])[CH3:2]>O>[C:1]([CH:5]1[CH2:12][CH2:11][CH2:8][CH2:7][CH2:6]1)([CH3:4])([CH3:3])[CH3:2]. Procedure details: By using the same autoclave as used in Preparation Example 1, 300 g of p-tert-butylstyrene polymer (Mw=20.4×104, Mn=11.2×104, Mw/Mn=1.82) prepared by suspension polymerization in water, was charged instead of 300 g of polystyrene in Preparation Example 1. The hydrogenation reaction and post-treatment were conducted in the same manner as in Preparation Example 1 except that the hydrogenation conditions were changed as identified in Table 1, whereby polyvinyl p-tert-butylcyclohexane was obtained.